Dataset: the Open Reaction Database (ORD), a public repository of structured organic reaction records. Task: describe an organic reaction: reactants, conditions, products, and yield Starting materials: C(CC)C1=CC(=NC=C1)C#N (4-propyl-2-pyridinecarbonitrile), C(C)(=O)C1=NC=CC(=C1)Cl (2-acetyl-4-chloropyridine). The product is C(C)(=O)C1=NC=CC(=C1)CCC (2-Acetyl-4-propylpyridine). As a reaction SMILES: [CH2:1]([C:4]1C=CN=C(C#N)C=1)[CH2:2]C.[C:12]([C:15]1[CH:20]=[C:19](Cl)[CH:18]=[CH:17][N:16]=1)(=[O:14])[CH3:13]>>[C:12]([C:15]1[CH:20]=[C:19]([CH2:2][CH2:1][CH3:4])[CH:18]=[CH:17][N:16]=1)(=[O:14])[CH3:13]. Procedure details: The title compound was prepared from 4-propyl-2-pyridinecarbonitrile according to the procedure for preparing 2-acetyl-4-chloropyridine described in Example 33. Starting materials: 2-R-5-(heteroaryl-2-ylamino)phenol, BrCC=C(C)C (4-bromo-2-methyl-2-butene), C(#N)C1=C(C=C(C=C1)NC1=NC=CC=C1)O (2-cyano-5-(pyridin-2-ylamino)phenol), C(=O)([O-])[O-].[Cs+].[Cs+] (Cs2CO3). Solvent: CC(=O)C (acetone). Product: C(#N)C1=C(C=C(C=C1)NC1=NC=CC=C1)OCC=C(C)C (N-(4-Cyano-3-(3-methylbut-2-enyloxy)phenyl)pyridin-2-amine). Yield: 38.0%. As a reaction SMILES: [C:1]([C:3]1[CH:8]=[CH:7][C:6]([NH:9][C:10]2[CH:15]=[CH:14][CH:13]=[CH:12][N:11]=2)=[CH:5][C:4]=1[OH:16])#[N:2].C([O-])([O-])=O.[Cs+].[Cs+].Br[CH2:24][CH:25]=[C:26]([CH3:28])[CH3:27]>CC(C)=O>[C:1]([C:3]1[CH:8]=[CH:7][C:6]([NH:9][C:10]2[CH:15]=[CH:14][CH:13]=[CH:12][N:11]=2)=[CH:5][C:4]=1[O:16][CH2:24][CH:25]=[C:26]([CH3:28])[CH3:27])#[N:2] |f:1.2.3|. Procedure details: Following the general procedure for O-alkylation of 2-R-5-(heteroaryl-2-ylamino)phenol, 2-cyano-5-(pyridin-2-ylamino)phenol (2 mg, 0.01 mmol) and Cs2CO3 (3 mg, 0.01 mmol) in acetone (1.5 mL) was treated with 4-bromo-2-methyl-2-butene (1.1 μL, 0.01 mmol) at room temperature. The title compound was obtained after purification by flash chromatography on silica gel (hexane:EtOAc 7/3) in 38% yield (1 mg). The reactants are NCCCN1CCC(CC1)C=1C=C(C=CC1)NC(C(C)C)=O (N-{3-[1-(3-aminopropyl)-4-piperidinyl]phenyl}-2-methylpropanamide), ClC1=C(C=C(C=C1)S(=O)(=O)Cl)[N+](=O)[O-] (4-chloro-3-nitrobenzenesulfonyl chloride). The solvent is C1CCOC1 (THF). The product is ClC1=C(C=C(C=C1)S(=O)(=O)NCCCN1CCC(CC1)C=1C=C(C=CC1)NC(C(C)C)=O)[N+](=O)[O-] (N-{3-[1-(3-{[(4-CHLORO-3-NITROPHENYL)SULFONYL]AMINO}PROPYL)-4-PIPERIDINYL]PHENYL}-2-METHYLPROPANAMIDE). RXN SMILES: [NH2:1][CH2:2][CH2:3][CH2:4][N:5]1[CH2:10][CH2:9][CH:8]([C:11]2[CH:12]=[C:13]([NH:17][C:18](=[O:22])[CH:19]([CH3:21])[CH3:20])[CH:14]=[CH:15][CH:16]=2)[CH2:7][CH2:6]1.[Cl:23][C:24]1[CH:29]=[CH:28][C:27]([S:30](Cl)(=[O:32])=[O:31])=[CH:26][C:25]=1[N+:34]([O-:36])=[O:35]>C1COCC1>[Cl:23][C:24]1[CH:29]=[CH:28][C:27]([S:30]([NH:1][CH2:2][CH2:3][CH2:4][N:5]2[CH2:10][CH2:9][CH:8]([C:11]3[CH:12]=[C:13]([NH:17][C:18](=[O:22])[CH:19]([CH3:20])[CH3:21])[CH:14]=[CH:15][CH:16]=3)[CH2:7][CH2:6]2)(=[O:32])=[O:31])=[CH:26][C:25]=1[N+:34]([O-:36])=[O:35]. Procedure details: Prepared by Procedure Q1 (THF) and Scheme AT using N-{3-[1-(3-aminopropyl)-4-piperidinyl]phenyl}-2-methylpropanamide and 4-chloro-3-nitrobenzenesulfonyl chloride: ESMS m/e: 523.1 (M+H)+. The reactants are CCCOc1c(C(=CC=CC(C)=CC(=O)OCC)CC)cc(C(C)C)cc1C(C)C, CCO, Cl, [Na+], [OH-]. Yields the product CCCOc1c(C(=CC=CC(C)=CC(=O)O)CC)cc(C(C)C)cc1C(C)C. RXN SMILES: [CH2:1]([CH3:2])[O:3][C:4]([CH:5]=[C:6]([CH:7]=[CH:8][CH:9]=[C:10]([CH2:11][CH3:12])[c:13]1[c:14]([O:25][CH2:26][CH2:27][CH3:28])[c:15]([CH:22]([CH3:23])[CH3:24])[cH:16][c:17]([CH:19]([CH3:20])[CH3:21])[cH:18]1)[CH3:29])=[O:30].[CH3:34][CH2:35][OH:36].[ClH:33].[Na+:32].[OH-:31]>>[O:3]=[C:4]([CH:5]=[C:6]([CH:7]=[CH:8][CH:9]=[C:10]([CH2:11][CH3:12])[c:13]1[c:14]([O:25][CH2:26][CH2:27][CH3:28])[c:15]([CH:22]([CH3:23])[CH3:24])[cH:16][c:17]([CH:19]([CH3:20])[CH3:21])[cH:18]1)[CH3:29])[OH:30]. The reactants are F[B-](F)(F)F, CCCCCCC, N#[N+]c1ccc2c(c1)N(C(=O)CCCl)CC2. Product: O=C(CCCl)N1CCc2ccc(F)cc21. Reaction SMILES: [B-:1]([F:2])([F:3])([F:4])[F:5].[CH3:22][CH2:23][CH2:24][CH2:25][CH2:26][CH2:27][CH3:28].[Cl:6][CH2:7][CH2:8][C:9](=[O:10])[N:11]1[CH2:12][CH2:13][c:14]2[cH:15][cH:16][c:17]([N+:20]#[N:21])[cH:18][c:19]21>>[F:2][c:17]1[cH:16][cH:15][c:14]2[c:19]([cH:18]1)[N:11]([C:9]([CH2:8][CH2:7][Cl:6])=[O:10])[CH2:12][CH2:13]2. Reactants: C=Cc1ccccc1, O=N[O-], Nc1ccccc1C(=O)O, [Na+], CC(=O)[O-], CC(=O)[O-], O, [Pd+2], O=S(=O)(O)O. Product: O=C(O)c1ccccc1C=Cc1ccccc1. As a reaction SMILES: [CH2:20]=[CH:21][c:22]1[cH:23][cH:24][cH:25][cH:26][cH:27]1.[N:1]([O-:2])=[O:3].[NH2:5][c:6]1[cH:7][cH:8][cH:9][cH:10][c:11]1[C:12]([OH:13])=[O:14].[Na+:4].[O-:30][C:31]([CH3:32])=[O:33].[O-:34][C:35]([CH3:36])=[O:37].[OH2:28].[Pd+2:29].[S:15](=[O:16])(=[O:17])([OH:18])[OH:19]>>[c:6]1([CH:20]=[CH:21][c:22]2[cH:23][cH:24][cH:25][cH:26][cH:27]2)[cH:7][cH:8][cH:9][cH:10][c:11]1[C:12]([OH:13])=[O:14].